Dataset: the Open Reaction Database (ORD), a public repository of structured organic reaction records. Task: describe an organic reaction: reactants, conditions, products, and yield The reactants are ice, ice, C1(CCCCC1)N=C=NC1CCCCC1 (dicyclohexylcarbodiimide), COC(=O)CCC(C(=O)O)C (4-methoxycarbonyl-2-methylbutanoic acid), C(C1=CC=CC=C1)OC([C@@H](N)C)=O (L-alanine benzyl ester), OC1=CC=CC=2NN=NC21 (hydroxybenzotriazole). Solvent: ClCCl (dichloromethane). The product is C(C1=CC=CC=C1)OC([C@@H](NC(C(CCC(=O)OC)C)=O)C)=O (N-(4-methoxycarbonyl-2-methylbutanoyl)-L-alanine benzyl ester). RXN SMILES: [CH3:1][O:2][C:3]([CH2:5][CH2:6][CH:7]([CH3:11])[C:8]([OH:10])=O)=[O:4].[CH2:12]([O:19][C:20](=[O:24])[C@H:21]([CH3:23])[NH2:22])[C:13]1[CH:18]=[CH:17][CH:16]=[CH:15][CH:14]=1.OC1C2N=NNC=2C=CC=1.C1(N=C=NC2CCCCC2)CCCCC1>ClCCl>[CH2:12]([O:19][C:20](=[O:24])[C@H:21]([CH3:23])[NH:22][C:8](=[O:10])[CH:7]([CH3:11])[CH2:6][CH2:5][C:3]([O:2][CH3:1])=[O:4])[C:13]1[CH:18]=[CH:17][CH:16]=[CH:15][CH:14]=1. Procedure details: 4-methoxycarbonyl-2-methylbutanoic acid (3.1 g.), L-alanine benzyl ester (3.58 g.) and hydroxybenzotriazole (2.7 g.) are dissolved in dichloromethane. The solution is chilled in the ice bath and dicyclohexylcarbodiimide (4.12 g.) is added. After stirring 15 minutes in the ice bath and 18 hours at room temperature the precipitate is filtered off and the filtrate is concentrated to dryness. The residue is dissolved in ethyl acetate and washed neutral. The organic phase is dried over magnesium sulf... The reactants are CC(C)(C)[Si](C)(C)Cl, C1CCOC1, [H-], [Na+], O=P([O-])([O-])[O-], OCCc1ccc(O)cc1. Product: CC(C)(C)[Si](C)(C)Oc1ccc(CCO)cc1. As a reaction SMILES: [C:13]([CH3:14])([CH3:15])([CH3:16])[Si:17]([CH3:18])([CH3:19])[Cl:20].[CH2:26]1[O:27][CH2:28][CH2:29][CH2:30]1.[H-:1].[Na+:2].[O-:21][P:22](=[O:23])([O-:24])[O-:25].[OH:3][CH2:4][CH2:5][c:6]1[cH:7][cH:8][c:9]([OH:10])[cH:11][cH:12]1>>[OH:3][CH2:4][CH2:5][c:6]1[cH:7][cH:8][c:9]([O:10][Si:17]([C:13]([CH3:14])([CH3:15])[CH3:16])([CH3:18])[CH3:19])[cH:11][cH:12]1. The reactants are CS(=O)(=O)Cl (Methanesulfonyl chloride), S(=O)(=O)(C)Cl (mesyl chloride), ClC1=CC=C(C=C1)S(=O)(=O)N[C@H](C(=O)NC1=CC=C(C=C1)C(=O)OCC)CO ((S)-2-(4-chlorobenzenesulfonylamino)-N-(4-ethoxycarbonylphenyl)-3-hydroxypropanamide). Solvent: N1=CC=CC=C1 (pyridine). Conditions: time 2 hour. Yields the product ClC1=CC=C(C=C1)S(=O)(=O)N[C@H](C(=O)NC1=CC=C(C=C1)C(=O)OCC)COS(=O)(=O)C ((S)-2-(4-chlorobenzenesulfonylamino)-N-(4-ethoxycarbonylphenyl)-3-methanesulfonyloxypropanamide). Reaction SMILES: [CH3:1][S:2](Cl)(=[O:4])=[O:3].[Cl:6][C:7]1[CH:12]=[CH:11][C:10]([S:13]([NH:16][C@@H:17]([CH2:32][OH:33])[C:18]([NH:20][C:21]2[CH:26]=[CH:25][C:24]([C:27]([O:29][CH2:30][CH3:31])=[O:28])=[CH:23][CH:22]=2)=[O:19])(=[O:15])=[O:14])=[CH:9][CH:8]=1>N1C=CC=CC=1>[Cl:6][C:7]1[CH:8]=[CH:9][C:10]([S:13]([NH:16][C@@H:17]([CH2:32][O:33][S:2]([CH3:1])(=[O:4])=[O:3])[C:18]([NH:20][C:21]2[CH:26]=[CH:25][C:24]([C:27]([O:29][CH2:30][CH3:31])=[O:28])=[CH:23][CH:22]=2)=[O:19])(=[O:14])=[O:15])=[CH:11][CH:12]=1. Reported procedure: Methanesulfonyl chloride (hereinafter referred to as mesyl chloride) (96 μl) was added to a solution of (S)-2-(4-chlorobenzenesulfonylamino)-N-(4-ethoxycarbonylphenyl)-3-hydroxypropanamide (132 mg) in pyridine (2.5 ml) and the mixture was stirred for 2 hours at room temperature. The reaction mixture was poured into a saturated saline solution and extracted with ethyl acetate. The combined ethyl acetate layers were washed with saturated saline solution, 1N HCl, and a saturated saline solution, an... The reactants are CC(C)(CCc1ccc(O)cc1)NCc1ccccc1, CO, Cl, [H][H]. The product is Cl, CC(C)(N)CCc1ccc(O)cc1. As a reaction SMILES: [CH2:2]([c:3]1[cH:4][cH:5][cH:6][cH:7][cH:8]1)[NH:9][C:10]([CH2:11][CH2:12][c:13]1[cH:14][cH:15][c:16]([OH:19])[cH:17][cH:18]1)([CH3:20])[CH3:21].[CH3:24][OH:25].[ClH:1].[H:22][H:23]>>[ClH:1].[NH2:9][C:10]([CH2:11][CH2:12][c:13]1[cH:14][cH:15][c:16]([OH:19])[cH:17][cH:18]1)([CH3:20])[CH3:21].